Dataset: the Open Reaction Database (ORD), a public repository of structured organic reaction records. Task: describe an organic reaction: reactants, conditions, products, and yield The reactants are COC(=O)C1=CC2=CC=C(C=C2C=C1)C#N (6-cyano-naphthalene-2-carboxylic acid methyl ester), [Li+].[OH-] (LiOH), S(=O)(Cl)Cl (thionyl chloride). The solvent is C1CCOC1 (THF). The product is C(#N)C=1C=C2C=CC(=CC2=CC1)C(=O)Cl (6-cyano-naphthalene-2-carbonyl chloride). As a reaction SMILES: C[O:2][C:3]([C:5]1[CH:14]=[CH:13][C:12]2[C:7](=[CH:8][CH:9]=[C:10]([C:15]#[N:16])[CH:11]=2)[CH:6]=1)=O.[Li+].[OH-].S(Cl)([Cl:21])=O>C1COCC1>[C:15]([C:10]1[CH:11]=[C:12]2[C:7](=[CH:8][CH:9]=1)[CH:6]=[C:5]([C:3]([Cl:21])=[O:2])[CH:14]=[CH:13]2)#[N:16] |f:1.2|. Reported procedure: Compounds of formula II, where T is a bond, B is H, each of-e and g is C—H, f is a bond, V is a substituted carbonyl group, and Z′ is NH can be prepared as follows. Hydrolysis of naphthalene-2,6 dicarboxylic acid dimethyl ester with one equivalent of a base such as KOH, followed by acidification of the product with an acid such as HCl, affords the naphthalene mono carboxylic acid. After conversion of the carboxylic acid to an acid chloride with a reagent such as thionyl chloride and subsequent r...